describe an organic reaction: reactants, conditions, products, and yield From a dataset of the Open Reaction Database (ORD), a public repository of structured organic reaction records. Starting materials: ClC1=CC(=C(C#N)C=C1)O[C@H](CCCCl)C1=CC=CC=C1 (4-Chloro-2-[[(1R)-4-chloro-1-phenylbutyl]oxy]benzonitrile), [I-].[Na+] (sodium iodide). Run in CC(=O)C (acetone). Product: ClC1=CC(=C(C#N)C=C1)O[C@H](CCCI)C1=CC=CC=C1 (4-Chloro-2-[[(1R)-4-iodo-1-phenylbutyl]oxy]benzonitrile). The yield is 89.5%. Reaction SMILES: [Cl:1][C:2]1[CH:9]=[CH:8][C:5]([C:6]#[N:7])=[C:4]([O:10][C@@H:11]([C:16]2[CH:21]=[CH:20][CH:19]=[CH:18][CH:17]=2)[CH2:12][CH2:13][CH2:14]Cl)[CH:3]=1.[I-:22].[Na+]>CC(C)=O>[Cl:1][C:2]1[CH:9]=[CH:8][C:5]([C:6]#[N:7])=[C:4]([O:10][C@@H:11]([C:16]2[CH:21]=[CH:20][CH:19]=[CH:18][CH:17]=2)[CH2:12][CH2:13][CH2:14][I:22])[CH:3]=1 |f:1.2|. Procedure: A solution of the product from step (b) (2.80 g) and sodium iodide (20 g) in acetone (100 ml) was heated under reflux for 20 h. The mixture was filtered, evaporated, dissolved in water (50 ml) and extracted with ethyl acetate (three times). The organic extracts were washed with water, dried (magnesium sulphate) and evaporated to give the title compound (3.22 g). The reactants are COC([C@H](CCN1C[C@H](C2(CC2)CC1)O)N1CCN(CCC1=O)C1=CC(=CC=C1)OC(F)(F)F)=O ((S)-4-((S)-4-hydroxy-6-aza-spiro[2.5]oct-6-yl)-2-[7-oxo-4-(3-trifluoromethoxy-phenyl)-[1,4]diazepan-1-yl]-butyric acid methyl ester), [Li+].[BH4-] (LiBH4). Yields the product O[C@H]1C2(CC2)CCN(C1)CC[C@@H](CO)N1CCN(CCC1=O)C1=CC(=CC=C1)OC(F)(F)F (4-[(S)-3-((S)-4-Hydroxy-6-aza-spiro[2.5]oct-6-yl)-1-hydroxymethyl-propyl]-1-(3-trifluoromethoxy-phenyl)-[1,4]diazepan-5-one). Isolated yield 73.0%. As a reaction SMILES: C[O:2][C:3](=O)[C@@H:4]([N:16]1[C:22](=[O:23])[CH2:21][CH2:20][N:19]([C:24]2[CH:29]=[CH:28][CH:27]=[C:26]([O:30][C:31]([F:34])([F:33])[F:32])[CH:25]=2)[CH2:18][CH2:17]1)[CH2:5][CH2:6][N:7]1[CH2:14][CH2:13][C:10]2([CH2:12][CH2:11]2)[C@H:9]([OH:15])[CH2:8]1.[Li+].[BH4-]>>[OH:15][C@@H:9]1[CH2:8][N:7]([CH2:6][CH2:5][C@H:4]([N:16]2[C:22](=[O:23])[CH2:21][CH2:20][N:19]([C:24]3[CH:29]=[CH:28][CH:27]=[C:26]([O:30][C:31]([F:32])([F:33])[F:34])[CH:25]=3)[CH2:18][CH2:17]2)[CH2:3][OH:2])[CH2:14][CH2:13][C:10]21[CH2:12][CH2:11]2 |f:1.2|. Procedure: In analogy to the procedure described in example 2, (S)-4-((S)-4-hydroxy-6-aza-spiro[2.5]oct-6-yl)-2-[7-oxo-4-(3-trifluoromethoxy-phenyl)-[1,4]diazepan-1-yl]-butyric acid methyl ester and LiBH4 gave the title compound in 73% yield as a white foam. MS: 472.3 (MH+). The reactants are CCN(CC)c1ccccc1, Nc1nc2nc(N)[nH]c2c(=O)[nH]1, O, O=P(Cl)(Cl)Cl. The product is Nc1nc(Cl)c2[nH]c(N)nc2n1. As a reaction SMILES: [CH2:13]([N:14]([CH2:15][CH3:16])[c:17]1[cH:18][cH:19][cH:20][cH:21][cH:22]1)[CH3:23].[NH2:1][c:2]1[n:3][c:4]2[n:5][c:6]([NH2:12])[nH:7][c:8](=[O:11])[c:9]2[nH:10]1.[OH2:24].[P:25]([Cl:26])([Cl:27])([Cl:28])=[O:29]>>[NH2:1][c:2]1[n:3][c:4]2[n:5][c:6]([NH2:12])[n:7][c:8]([Cl:27])[c:9]2[nH:10]1. Reactants: C(C)(C)(C)OC(=O)N1C=NC2=C1CCN(CC2)C(=O)OC(C)(C)C (4,5,7,8-tetrahydro-imidazo[4,5-d]azepine-1,6-dicarboxylic acid di-tert-butyl ester), solution, [OH-].[Na+] (sodium hydroxide). The solvent is CO (methanol). Conditions: time 2 hour. Product: C(C)(C)(C)OC(=O)N1CCC2=C(CC1)N=CN2 (4,5,7,8-Tetrahydro-1H-imidazo[4,5-d]azepine-6-carboxylic acid tert-butyl ester). Yield: 99.3%. RXN SMILES: C(OC([N:8]1[C:12]2[CH2:13][CH2:14][N:15]([C:18]([O:20][C:21]([CH3:24])([CH3:23])[CH3:22])=[O:19])[CH2:16][CH2:17][C:11]=2[N:10]=[CH:9]1)=O)(C)(C)C.[OH-].[Na+]>CO>[C:21]([O:20][C:18]([N:15]1[CH2:16][CH2:17][C:11]2[N:10]=[CH:9][NH:8][C:12]=2[CH2:13][CH2:14]1)=[O:19])([CH3:24])([CH3:22])[CH3:23] |f:1.2|. Reported procedure: To a solution of 4,5,7,8-tetrahydro-imidazo[4,5-d]azepine-1,6-dicarboxylic acid di-tert-butyl ester (Preparation 26, 6.87 g, 20.37 mmol) in methanol (60 mL) was added an aqueous 1M solution of sodium hydroxide (40.7 mL, 40.7 mmol). The resulting mixture was stirred at room temperature for 2 hours and then concentrated in vacuo. The residue was partitioned between DCM (100 mL) and water (100 mL). The organic layer was dried over MgSO4 and concentrated in vacuo to give the title compound as a brow... Starting materials: C(=O)(OCC1C2=CC=CC=C2C2=CC=CC=C12)N1CCCCC1 (FMOC piperidine), C(C)(C)(C)OP(=O)(OC(C)(C)C)OC[C@H](C1=CC(=CC(=C1)I)F)NC(OCC1C2=CC=CC=C2C=2C=CC=CC12)=O ((S)-(9H-fluoren-9-yl)methyl (2-((di-tert-butoxyphosphoryl)oxy)-1-(3-fluoro-5-iodophenyl)ethyl)carbamate), CN(C)C=O (DMF), N1CCCCC1 (piperidine). Run in C(C)(=O)OCC (ethyl acetate). Conditions: time 30 minute. The product is P(=O)(OC[C@H](C1=CC(=CC(=C1)I)F)N)(OC(C)(C)C)OC(C)(C)C ((S)-2-amino-2-(3-fluoro-5-iodophenyl)ethyl di-tert-butyl phosphate). RXN SMILES: [C:1]([O:5][P:6]([O:13][CH2:14][C@@H:15]([NH:24]C(=O)OCC1C2C=CC=CC=2C2C1=CC=CC=2)[C:16]1[CH:21]=[C:20]([I:22])[CH:19]=[C:18]([F:23])[CH:17]=1)([O:8][C:9]([CH3:12])([CH3:11])[CH3:10])=[O:7])([CH3:4])([CH3:3])[CH3:2].CN(C=O)C.N1CCCCC1.C(N1CCCCC1)(OCC1C2C(=CC=CC=2)C2C1=CC=CC=2)=O>C(OCC)(=O)C>[P:6]([O:8][C:9]([CH3:12])([CH3:11])[CH3:10])([O:5][C:1]([CH3:2])([CH3:4])[CH3:3])([O:13][CH2:14][C@@H:15]([NH2:24])[C:16]1[CH:21]=[C:20]([I:22])[CH:19]=[C:18]([F:23])[CH:17]=1)=[O:7]. Procedure details: To (S)-(9H-fluoren-9-yl)methyl (2-((di-tert-butoxyphosphoryl)oxy)-1-(3-fluoro-5-iodophenyl)ethyl)carbamate (6450 mg, 9.27 mmol) was added DMF (Volume: 90 mL) followed by piperidine (25 mL, 253 mmol) and stirred at room temperature for 30 minutes, followed by LCMS. To the crude reaction mixture was added 750 ml of ethyl acetate, washed with saturated sodium bicarbonate (2×), water (5×), saturated salt solution, dried sodium sulfate, and filtered. The solvent was concentrated off to constant mass ... Reactants: C=O (Formaldehyde), N1CCOCC1 (morpholine), C(C)C1=CC(=C(OC2=C(C=C(C(=O)N3CC(NCC3)=O)C=C2)F)C=C1F)O (4-[4-(4-ethyl-5-fluoro-2-hydroxyphenoxy)-3-fluorobenzoyl]-piperazin-2-one), C=O (formaldehyde), N1CCOCC1 (morpholine), C(C)(=O)OCC (ethyl acetate). The solvent is CO.O (methanol H2O), O (water). Run at temperature 40 celsius, time 2 hour. Yields the product C(C)C1=CC(=C(OC2=C(C=C(C(=O)N3CC(N(CC3)CN3CCOCC3)=O)C=C2)F)C=C1F)O (4-[4-(4-Ethyl-5-fluoro-2-hydroxyphenoxy)-3-fluorobenzoyl]-1-(morpholinomethyl)piperazin-2-one), solid. Yield: 44.0%. As a reaction SMILES: C=O.[NH:3]1[CH2:8][CH2:7][O:6][CH2:5][CH2:4]1.[CH2:9]([C:11]1[C:33]([F:34])=[CH:32][C:14]([O:15][C:16]2[CH:30]=[CH:29][C:19]([C:20]([N:22]3[CH2:27][CH2:26][NH:25][C:24](=[O:28])[CH2:23]3)=[O:21])=[CH:18][C:17]=2[F:31])=[C:13]([OH:35])[CH:12]=1)[CH3:10].[C:36](OCC)(=O)C>CO.O.O>[CH2:9]([C:11]1[C:33]([F:34])=[CH:32][C:14]([O:15][C:16]2[CH:30]=[CH:29][C:19]([C:20]([N:22]3[CH2:27][CH2:26][N:25]([CH2:36][N:3]4[CH2:8][CH2:7][O:6][CH2:5][CH2:4]4)[C:24](=[O:28])[CH2:23]3)=[O:21])=[CH:18][C:17]=2[F:31])=[C:13]([OH:35])[CH:12]=1)[CH3:10] |f:4.5|. Procedure: Formaldehyde (37% in water, 30 μL, 0.32 mmol) and morpholine (28 μL, 0.32 mmol) were successively added to a solution of 4-[4-(4-ethyl-5-fluoro-2-hydroxyphenoxy)-3-fluorobenzoyl]-piperazin-2-one (which may be prepared in accordance with the experimental described in Example 7, step 1; 100 mg, 0.26 mmol) in a mixture of methanol/H2O (0.8 mL/0.8 mL). The mixture was stirred at 40° C. for 2 hours prior to the addition of more formaldehyde (37% in water, 30 μL, 0.4 mmol) and more morpholine (32 μL, ... Reactants: FC(C(=O)O)(F)F (trifluoroacetic acid), FC(C(=O)O)(F)F (trifluoroacetic acid), ClC=1C=CC(=C(C1)C1=CC(N(C=C1OC)C(C(=O)OC(C)(C)C)CC)=O)C#N (tert-butyl 2-[4-(5-chloro-2-cyanophenyl)-5-methoxy-2-oxopyridin-1(2H)-yl]butanoate), FC(C(=O)O)(F)F (trifluoroacetic acid). Run in ClCCl (dichloromethane). Conditions: time 1 hour. The product is ClC=1C=CC(=C(C1)C1=CC(N(C=C1OC)C(C(=O)O)CC)=O)C#N (2-[4-(5-Chloro-2-cyanophenyl)-5-methoxy-2-oxopyridin-1(2H)-yl]butanoic acid). As a reaction SMILES: FC(F)(F)C(O)=O.[Cl:8][C:9]1[CH:10]=[CH:11][C:12]([C:34]#[N:35])=[C:13]([C:15]2[C:20]([O:21][CH3:22])=[CH:19][N:18]([CH:23]([CH2:31][CH3:32])[C:24]([O:26]C(C)(C)C)=[O:25])[C:17](=[O:33])[CH:16]=2)[CH:14]=1>ClCCl>[Cl:8][C:9]1[CH:10]=[CH:11][C:12]([C:34]#[N:35])=[C:13]([C:15]2[C:20]([O:21][CH3:22])=[CH:19][N:18]([CH:23]([CH2:31][CH3:32])[C:24]([OH:26])=[O:25])[C:17](=[O:33])[CH:16]=2)[CH:14]=1. Reported procedure: Under argon and at RT, 7.8 ml (101.8 mmol, 10 eq.) of trifluoroacetic acid were added to a solution of 4.1 g (10.2 mmol) of tert-butyl 2-[4-(5-chloro-2-cyanophenyl)-5-methoxy-2-oxopyridin-1(2H)-yl]butanoate (racemate) in 40 ml of dichloromethane, the mixture was stirred at RT for 1 h, a further 7.8 ml (101.8 mmol, 10 eq.) of trifluoroacetic acid were added, the mixture was stirred at RT for 1 h, a further 7.8 ml (101.8 mmol, 10 eq.) of trifluoroacetic acid were added and the mixture was stirred ... Starting materials: N([C@@H](COCC1=CC=CC=C1)C(=O)N[C@@H](CC1=CC=CC=C1)C(=O)N[C@H](CCCNC(NS(=O)(=O)C1=CC=C(C)C=C1)=N)C(=O)N[C@@H](CC1=CC=C(C=C1)OCC1=CC=CC=C1)C(=O)OCC1=CC=CC=C1)C(=O)OC(C)(C)C (Boc-Ser(Bzl)-Phe-D-Arg(Tos)-Tyr(Bzl)-OBzl), C1CCC(CC1)N=C=NC2CCCCC2 (DCC), CC(C)(C)OC(=O)N[C@@H](CC(=O)N)C(=O)O (Boc- Asn-OH), C1C2C=CC1C3C2C(=O)N(C3=O)O (HONB). Yields the product N([C@@H](CC(N)=O)C(=O)N[C@@H](COCC1=CC=CC=C1)C(=O)N[C@@H](CC1=CC=CC=C1)C(=O)N[C@H](CCCNC(NS(=O)(=O)C1=CC=C(C)C=C1)=N)C(=O)N[C@@H](CC1=CC=C(C=C1)OCC1=CC=CC=C1)C(=O)OCC1=CC=CC=C1)C(=O)OC(C)(C)C (Boc-Asn-Ser(Bzl)-Phe-D-Arg(Tos)-Tyr(Bzl)-OBzl). RXN SMILES: [NH:1](C(OC(C)(C)C)=O)[C@H:2]([C:12]([NH:14][C@H:15]([C:23]([NH:25][C@@H:26]([C:44]([NH:46][C@H:47]([C:63]([O:65][CH2:66][C:67]1[CH:72]=[CH:71][CH:70]=[CH:69][CH:68]=1)=[O:64])[CH2:48][C:49]1[CH:54]=[CH:53][C:52]([O:55][CH2:56][C:57]2[CH:62]=[CH:61][CH:60]=[CH:59][CH:58]=2)=[CH:51][CH:50]=1)=[O:45])[CH2:27][CH2:28][CH2:29][NH:30][C:31](=[NH:43])[NH:32][S:33]([C:36]1[CH:42]=[CH:41][C:39]([CH3:40])=[CH:38][CH:37]=1)(=[O:35])=[O:34])=[O:24])[CH2:16][C:17]1[CH:22]=[CH:21][CH:20]=[CH:19][CH:18]=1)=[O:13])[CH2:3][O:4][CH2:5][C:6]1[CH:11]=[CH:10][CH:9]=[CH:8][CH:7]=1.[CH3:80][C:81]([O:84][C:85]([NH:87][C@H:88]([C:93]([OH:95])=O)[CH2:89][C:90]([NH2:92])=[O:91])=[O:86])([CH3:83])[CH3:82].C1C2C3C(=O)N(O)C(=O)C3C1C=C2.C1CCC(N=C=NC2CCCCC2)CC1>>[NH:87]([C:85]([O:84][C:81]([CH3:80])([CH3:82])[CH3:83])=[O:86])[C@H:88]([C:93]([NH:1][C@H:2]([C:12]([NH:14][C@H:15]([C:23]([NH:25][C@@H:26]([C:44]([NH:46][C@H:47]([C:63]([O:65][CH2:66][C:67]1[CH:72]=[CH:71][CH:70]=[CH:69][CH:68]=1)=[O:64])[CH2:48][C:49]1[CH:50]=[CH:51][C:52]([O:55][CH2:56][C:57]2[CH:62]=[CH:61][CH:60]=[CH:59][CH:58]=2)=[CH:53][CH:54]=1)=[O:45])[CH2:27][CH2:28][CH2:29][NH:30][C:31](=[NH:43])[NH:32][S:33]([C:36]1[CH:42]=[CH:41][C:39]([CH3:40])=[CH:38][CH:37]=1)(=[O:34])=[O:35])=[O:24])[CH2:16][C:17]1[CH:22]=[CH:21][CH:20]=[CH:19][CH:18]=1)=[O:13])[CH2:3][O:4][CH2:5][C:6]1[CH:7]=[CH:8][CH:9]=[CH:10][CH:11]=1)=[O:95])[CH2:89][C:90](=[O:91])[NH2:92]. Procedure details: Using 2.20 g Boc-Ser(Bzl)-Phe-D-Arg(Tos)-Tyr(Bzl)-OBzl, 0.61 g Boc- Asn-OH, 0.51 g HONB and 0.58 g DCC, the desired product was obtained in exactly the same manner as in Example 1-(IV). The reactants are ClC=1C=NC=2N(C1)N=C(C2)C(=O)O (6-chloro-pyrazolo[1,5-a]pyrimidine-2-carboxylic acid), COC=1C=C2CC(NCC2=CC1OC)C (6,7-dimethoxy-3-methyl-1,2,3,4-tetrahydro-isoquinoline). The product is ClC=1C=NC=2N(C1)N=C(C2)C(=O)N2CC1=CC(=C(C=C1CC2C)OC)OC ((6-Chloro-pyrazolo[1,5-a]pyrimidin-2-yl)-(6,7-dimethoxy-3-methyl-3,4-dihydro-1H-isoquinolin-2-yl)-methanone). Reaction SMILES: [Cl:1][C:2]1[CH:3]=[N:4][C:5]2[N:6]([N:8]=[C:9]([C:11]([OH:13])=O)[CH:10]=2)[CH:7]=1.[CH3:14][O:15][C:16]1[CH:17]=[C:18]2[C:23](=[CH:24][C:25]=1[O:26][CH3:27])[CH2:22][NH:21][CH:20]([CH3:28])[CH2:19]2>>[Cl:1][C:2]1[CH:3]=[N:4][C:5]2[N:6]([N:8]=[C:9]([C:11]([N:21]3[CH:20]([CH3:28])[CH2:19][C:18]4[C:23](=[CH:24][C:25]([O:26][CH3:27])=[C:16]([O:15][CH3:14])[CH:17]=4)[CH2:22]3)=[O:13])[CH:10]=2)[CH:7]=1. Procedure: In close analogy to the procedure described in Example 1, 6-chloro-pyrazolo[1,5-a]pyrimidine-2-carboxylic acid is reacted with 6,7-dimethoxy-3-methyl-1,2,3,4-tetrahydro-isoquinoline to provide the title compound as a colorless solid. Starting materials: C(C)(C)(C)C=1C(=C(C(=C(C1)CC(=O)O)C)C)O (5-tert.-butyl-2,3-dimethyl-4-hydroxyphenylacetic acid), Cl (hydrogen chloride), CO (methanol). Reaction conditions: temperature 68 celsius. Yields the product C(C)(C)(C)C=1C(=C(C(=C(C1)CC(=O)OC)C)C)O (Methyl 5-tert.-butyl-2,3-dimethyl-4-hydroxyphenylacetate), crystals. As a reaction SMILES: [C:1]([C:5]1[C:6]([OH:17])=[C:7]([CH3:16])[C:8]([CH3:15])=[C:9]([CH2:11][C:12]([OH:14])=[O:13])[CH:10]=1)([CH3:4])([CH3:3])[CH3:2].Cl.[CH3:19]O>>[C:1]([C:5]1[C:6]([OH:17])=[C:7]([CH3:16])[C:8]([CH3:15])=[C:9]([CH2:11][C:12]([O:14][CH3:19])=[O:13])[CH:10]=1)([CH3:4])([CH3:3])[CH3:2]. Reported procedure: 11.8 grams of 5-tert.-butyl-2,3-dimethyl-4-hydroxyphenylacetic acid was added at 20° C to 200 ml of methanol previously saturated with hydrogen chloride gas. The slightly pinkish solution was heated at reflux (68° C) for 3 hours after which about one-half of the solvent was removed at reduced pressures and the reaction mixture then poured into about 500 ml of an ice-water mixture with stirring until all the ice had melted. The precipitated crystals were filtered, washed with water and dissolved ...